describe an organic reaction: reactants, conditions, products, and yield From a dataset of the Open Reaction Database (ORD), a public repository of structured organic reaction records. Reactants: ClN1C(N(C(N(C1=O)Cl)=O)Cl)=O (trichloroisocyanuric acid), O.O.O=C1C(=CNC(=C1)C)OCC(=O)O (2-(4-oxo-6-methyl-1,4-dihydropyridin-3-yloxy)acetic acid dihydrate), resultant mixture. Solvent: CO (methanol), O (water), O (water). Product: O.O.O=C1C(=CNC(=C1Cl)C)OCC(=O)O (2-(4-oxo-5-chloro-6-methyl-1,4-dihydropyridin-3-yloxy)acetic acid dihydrate). RXN SMILES: O.O.[O:3]=[C:4]1[CH:9]=[C:8]([CH3:10])[NH:7][CH:6]=[C:5]1[O:11][CH2:12][C:13]([OH:15])=[O:14].[Cl:16]N1C(=[O:23])N(Cl)C(=O)N(Cl)C1=O>CO.O>[OH2:3].[OH2:23].[O:3]=[C:4]1[C:9]([Cl:16])=[C:8]([CH3:10])[NH:7][CH:6]=[C:5]1[O:11][CH2:12][C:13]([OH:15])=[O:14] |f:0.1.2,6.7.8|. Procedure: 2-(4-oxo-6-methyl-1,4-dihydropyridin-3-yloxy)acetic acid dihydrate (2.2 g) was dissolved in a mixture of methanol (120 ml) and water (170 ml) under heating on a water bath. The solution was stirred at 65° to 70° C. and trichloroisocyanuric acid (1.1 g) was added thereto. The resultant mixture was stirred for 65° to 70° C. for 1.5 hours. The reaction mixture was left to cool to room temperature with removal of the water bath and filtered. The obtained precipitates were washed with water and dried... Reactants: CO, CC(C)Oc1cc(Nc2nc(NC(C)c3ccc(F)cc3)c(C#N)cc2F)n[nH]1, [K+], [OH-], OO. Product: CC(C)Oc1cc(Nc2nc(NC(C)c3ccc(F)cc3)c(C(N)=O)cc2F)n[nH]1. Reaction SMILES: [CH3:34][OH:35].[F:1][c:2]1[c:3]([NH:20][c:21]2[n:22][nH:23][c:24]([O:26][CH:27]([CH3:28])[CH3:29])[cH:25]2)[n:4][c:5]([NH:10][CH:11]([CH3:12])[c:13]2[cH:14][cH:15][c:16]([F:19])[cH:17][cH:18]2)[c:6]([C:7]#[N:8])[cH:9]1.[K+:31].[OH-:30].[OH:32][OH:33]>>[F:1][c:2]1[c:3]([NH:20][c:21]2[n:22][nH:23][c:24]([O:26][CH:27]([CH3:28])[CH3:29])[cH:25]2)[n:4][c:5]([NH:10][CH:11]([CH3:12])[c:13]2[cH:14][cH:15][c:16]([F:19])[cH:17][cH:18]2)[c:6]([C:7]([NH2:8])=[O:30])[cH:9]1. The reactants are CC(=O)O, O=N[O-], [Na+], O, c1ccc2c(c1)NCCS2. Product: O=NN1CCSc2ccccc21. RXN SMILES: [CH3:15][C:16](=[O:17])[OH:18].[N:11](=[O:12])[O-:13].[Na+:14].[OH2:19].[S:1]1[CH2:2][CH2:3][NH:4][c:5]2[c:6]1[cH:7][cH:8][cH:9][cH:10]2>>[S:1]1[CH2:2][CH2:3][N:4]([N:11]=[O:12])[c:5]2[c:6]1[cH:7][cH:8][cH:9][cH:10]2. Starting materials: Brc1cccnc1, COC(=O)c1cccc2ccn(Cc3ccc(B4OC(C)(C)C(C)(C)O4)cc3)c12, [Cs+], [F-], C1COCCO1. Product: COC(=O)c1cccc2ccn(Cc3ccc(-c4cccnc4)cc3)c12. As a reaction SMILES: [Br:32][c:33]1[cH:34][n:35][cH:36][cH:37][cH:38]1.[CH3:1][C:2]1([CH3:3])[C:4]([CH3:5])([CH3:6])[O:7][B:8]([c:9]2[cH:10][cH:11][c:12]([CH2:13][n:14]3[cH:15][cH:16][c:17]4[cH:18][cH:19][cH:20][c:21]([C:23](=[O:24])[O:25][CH3:26])[c:22]34)[cH:27][cH:28]2)[O:29]1.[Cs+:31].[F-:30].[O:39]1[CH2:40][CH2:41][O:42][CH2:43][CH2:44]1>>[c:9]1(-[c:33]2[cH:34][n:35][cH:36][cH:37][cH:38]2)[cH:10][cH:11][c:12]([CH2:13][n:14]2[cH:15][cH:16][c:17]3[cH:18][cH:19][cH:20][c:21]([C:23](=[O:24])[O:25][CH3:26])[c:22]23)[cH:27][cH:28]1. The reactants are BrCCCCCCCCCCC(=O)O (11-Bromoundecanoic acid), H+, [Cl-].[Ca+2].[Cl-] (calcium chloride), CO (methanol). Yields the product BrCCCCCCCCCCC(=O)OC (Methyl 11-bromoundecanoate). Yield: 84.0%. Reaction SMILES: [Br:1][CH2:2][CH2:3][CH2:4][CH2:5][CH2:6][CH2:7][CH2:8][CH2:9][CH2:10][CH2:11][C:12]([OH:14])=[O:13].[Cl-].[Ca+2].[Cl-].[CH3:18]O>>[Br:1][CH2:2][CH2:3][CH2:4][CH2:5][CH2:6][CH2:7][CH2:8][CH2:9][CH2:10][CH2:11][C:12]([O:14][CH3:18])=[O:13] |f:1.2.3|. Procedure: 11-Bromoundecanoic acid (commercial material, 25.0 g, 94 mmol), Duolite H+ resin (10 g), calcium chloride (26.2 g, 94 mmol) and methanol (700 ml) were stirred for 15 h. The methanol was removed and dichloromethane was added. The mixture was washed with water, dried (Na2SO4) and concentrated. Distillation gave pure 103 (22.0 g, 84%) with b.p. 103°-104° (2×10-2 torr). 1H-NMR (CDCl3, Me4Si) δ 3.67 (s, 3H, MeO), 3.41 (t, 2H, J=6.8 Hz, Br--CH2), 2.31 (t, 2H, J=7.3 Hz, CH2CO). Starting materials: CCOC(C)=O, CO, NCCCN1CCCNC1=O, O=C(Cl)C1CCc2ccccc2O1, [Rh], c1ccsc1. Product: O=C1NCCCN1CCCNCC1CCc2ccccc2O1. Reaction SMILES: [CH3:30][CH2:31][O:32][C:33](=[O:34])[CH3:35].[CH3:36][OH:37].[NH2:19][CH2:20][CH2:21][CH2:22][N:23]1[C:24](=[O:29])[NH:25][CH2:26][CH2:27][CH2:28]1.[O:1]1[CH:2]([C:11]([Cl:12])=[O:13])[CH2:3][CH2:4][c:5]2[c:6]1[cH:7][cH:8][cH:9][cH:10]2.[Rh:38].[cH:14]1[cH:15][s:16][cH:17][cH:18]1>>[O:1]1[CH:2]([CH2:11][NH:19][CH2:20][CH2:21][CH2:22][N:23]2[C:24](=[O:29])[NH:25][CH2:26][CH2:27][CH2:28]2)[CH2:3][CH2:4][c:5]2[c:6]1[cH:7][cH:8][cH:9][cH:10]2. Starting materials: CO, Cc1cc(C)c([N+](=O)[O-])cc1N1CCC1=O. The product is Cc1cc(C)c(N2CCC2=O)cc1N. Reaction SMILES: [CH3:17][OH:18].[N+:1]([O-:2])(=[O:3])[c:4]1[cH:5][c:6]([N:12]2[C:13](=[O:16])[CH2:14][CH2:15]2)[c:7]([CH3:11])[cH:8][c:9]1[CH3:10]>>[NH2:1][c:4]1[cH:5][c:6]([N:12]2[C:13](=[O:16])[CH2:14][CH2:15]2)[c:7]([CH3:11])[cH:8][c:9]1[CH3:10]. Reactants: O-acyl, C(=O)(OC(C)(C)C)C(O)CN (Boc-ethanolamine), C(=O)(C(F)(F)F)O (TFA). Run in C(Cl)Cl (DCM). Conditions: time 1 hour. The product is OC(=O)C(F)(F)F.C(C)(=O)OCCN (2-aminoethyl acetate TFA-salt). Reaction SMILES: C([CH:8]([CH2:10][NH2:11])O)(OC(C)(C)C)=O.[C:12]([OH:18])([C:14]([F:17])([F:16])[F:15])=[O:13]>C(Cl)Cl>[OH:18][C:12]([C:14]([F:17])([F:16])[F:15])=[O:13].[C:12]([O:18][CH2:8][CH2:10][NH2:11])(=[O:13])[CH3:14] |f:3.4|. Procedure details: A solution was made containing ethanolamine (36.5 ml, 0.6 mol) in chloroform (1000 ml). The Boc2O (13.1 g, 60 mmol) dissolved in chloroform (600 ml) was slowly added dropwise at 0° C. over a 6-hours period (the temperature was maintained all over this period). The reaction was allowed to reach room temperature and was stirred overnight. The organic layer was washed with water (2×500 ml), brine and dried over magnesium sulfate before being concentrated in vacuo. The desired product (9.5 g,>95%) w... The reactants are N[C@H](C(C)(C)C)CO ((R)-tert-leucinol), [OH-].[Na+] (sodium hydroxide), O (water), C(C)OC(=O)Cl (chloroformic acid ethyl ester). Solvent: C1(=CC=CC=C1)C (toluene). Reaction conditions: temperature 65 celsius. Product: C(C)(C)(C)[C@H]1NC(OC1)=O ((R)-4-tert-butyl-2-oxazolidinone). Isolated yield 79.9%. RXN SMILES: [NH2:1][C@@H:2]([CH2:7][OH:8])[C:3]([CH3:6])([CH3:5])[CH3:4].O.[CH2:10]([O:12]C(Cl)=O)C.[OH-].[Na+]>C1(C)C=CC=CC=1>[C:3]([C@@H:2]1[CH2:7][O:8][C:10](=[O:12])[NH:1]1)([CH3:6])([CH3:5])[CH3:4] |f:3.4|. Reported procedure: 73 g (containing 0.25 mole (R)-tert-leucinol) of the filtrate cited in example 6 was taken up with 27 ml water and 200 ml toluene. 25 ml (0.26 mole) chloroformic acid ethyl ester were then added dropwise at 20°-25° C., during which the pH was maintained at 7-8.5 by the addition of 10 M sodium hydroxide solution. The mixture was then heated to 60°-65° C. at pH 8.0 and the aqueous phase separated. The toluene phase was dehydrated on a water separator under a slight vacuum and slowly heated after t... The reactants are SC=1C=NC2=CC=C(C=C2C1CO)OC ((3-mercapto-6-methoxy-quinoline-4-yl)-methanol), C(C)(=O)OCC (ethyl acetate). The reagents and catalysts are [O-2].[O-2].[Mn+4] (Manganese dioxide). Run in CC(=O)C (acetone), petroleum ether. Product: SC=1C=NC2=CC=C(C=C2C1C=O)OC (3-mercapto-6-methoxy-quinoline-4-carbaldehyde), solid. Yield: 13.0%. Reaction SMILES: [SH:1][C:2]1[CH:3]=[N:4][C:5]2[C:10]([C:11]=1[CH2:12][OH:13])=[CH:9][C:8]([O:14][CH3:15])=[CH:7][CH:6]=2.C(OCC)(=O)C>CC(C)=O.[O-2].[O-2].[Mn+4]>[SH:1][C:2]1[CH:3]=[N:4][C:5]2[C:10]([C:11]=1[CH:12]=[O:13])=[CH:9][C:8]([O:14][CH3:15])=[CH:7][CH:6]=2 |f:3.4.5|. Procedure: Manganese dioxide (1.38 g, 15.89 mmol) is added at room temperature to a stirred solution of (3-mercapto-6-methoxy-quinoline-4-yl)-methanol and its corresponding dimer (500 mg) in acetone (30 mL) and the resulting suspension is heated under reflux for 8 hours. The reaction mixture is then filtered through decalite and the filtrate is concentrated to give a residue that is purified by column chromatography (silica gel, eluent: petroleum ether:ethyl acetate, 2:1, v/v) to afford 3-mercapto-6-methox...